This data is from the Open Reaction Database (ORD), a public repository of structured organic reaction records. The task is: describe an organic reaction: reactants, conditions, products, and yield The reactants are O=Cc1ccncc1, ClCCl, CCOC(=O)C=P(c1ccccc1)(c1ccccc1)c1ccccc1. Product: CCOC(=O)C=Cc1ccncc1. Reaction SMILES: [CH:1]([c:2]1[cH:3][cH:4][n:5][cH:6][cH:7]1)=[O:8].[Cl:34][CH2:35][Cl:36].[c:9]1([P:10]([c:11]2[cH:12][cH:13][cH:14][cH:15][cH:16]2)([c:17]2[cH:18][cH:19][cH:20][cH:21][cH:22]2)=[CH:28][C:29](=[O:30])[O:31][CH2:32][CH3:33])[cH:23][cH:24][cH:25][cH:26][cH:27]1>>[CH:1]([c:2]1[cH:3][cH:4][n:5][cH:6][cH:7]1)=[CH:28][C:29](=[O:30])[O:31][CH2:32][CH3:33]. Starting materials: [Cl-].[NH4+] (ammonium chloride), BrC1=C(C(=CC(=C1)C(C)C)C(C)C)OCC (1-Bromo-2-ethoxy-3,5-diisopropyl-benzene), BrC=1C=CC(=C(C=O)C1)F (5-bromo-2-fluorobenzaldehyde), C(C)(C)(C)[Li] (t-Butyl lithium). Solvent: COCCOC (ethylene glycol dimethyl ether). Reaction conditions: time 8 hour. Product: BrC=1C=CC(=C(C1)C(O)C1=C(C(=CC(=C1)C(C)C)C(C)C)OCC)F ((5-bromo-2-fluoro-phenyl)-(2-ethoxy-3,5-diisopropyl-phenyl)-methanol). Reaction SMILES: Br[C:2]1[CH:7]=[C:6]([CH:8]([CH3:10])[CH3:9])[CH:5]=[C:4]([CH:11]([CH3:13])[CH3:12])[C:3]=1[O:14][CH2:15][CH3:16].C([Li])(C)(C)C.[Br:22][C:23]1[CH:24]=[CH:25][C:26]([F:31])=[C:27]([CH:30]=1)[CH:28]=[O:29].[Cl-].[NH4+]>COCCOC>[Br:22][C:23]1[CH:24]=[CH:25][C:26]([F:31])=[C:27]([CH:28]([C:2]2[CH:7]=[C:6]([CH:8]([CH3:10])[CH3:9])[CH:5]=[C:4]([CH:11]([CH3:13])[CH3:12])[C:3]=2[O:14][CH2:15][CH3:16])[OH:29])[CH:30]=1 |f:3.4|. Procedure: 1-Bromo-2-ethoxy-3,5-diisopropyl-benzene (2.0 g, 7.01 mmol) was dissolved in ethylene glycol dimethyl ether (20 ml) and the mixture cooled to −78° C. t-Butyl lithium (8.66 ml, 1.7M, 14.7 mmol) dropwise to the mixture over 30 min., then the reaction was stirred for an additional 30 min. before 5-bromo-2-fluorobenzaldehyde (1.57 g, 7.71 mmol) was added in one portion. The reaction was allowed to warm to ambient temperature, then stirred overnight The mixture was poured into saturated ammonium chlo... Yield: 57.9%. Run at time 15 minute. The product is CC1=C(N=C(O1)C1=CC=CC=C1)COC1=CC=C(C=C1)CCCCCC1C(NC(O1)=O)=O (5-[5-[4-(5-methyl-2-phenyl-4-oxazolylmethoxy)phenyl]pentyl]-2,4-oxazolidinedione). The reactants are OC1=CC=C(C=C1)CCCCCC1C(NC(O1)=O)=O (5-[5-(4-hydroxyphenyl)pentyl]-2,4-oxazolidinedione), [H-].[Na+] (sodium hydride), Cl (HCl), ClCC=1N=C(OC1C)C1=CC=CC=C1 (4-chloromethyl-5-methyl-2-phenyloxazole). Procedure: To a solution of 5-[5-(4-hydroxyphenyl)pentyl]-2,4-oxazolidinedione (0.9 g) in N,N-dimethylformamide (DMF) (40 ml) was added sodium hydride (60% in oil, 0.28 g). The mixture was stirred for 15 minutes at room temperature, to which was then added 4-chloromethyl-5-methyl-2-phenyloxazole (0.85 g), and the mixture was stirred for 2 hours at 70° C. The reaction mixture was poured into water, acidified with 2N HCl, and subjected to extraction with ethyl acetate. The ethyl acetate layer was washed with... RXN SMILES: [OH:1][C:2]1[CH:7]=[CH:6][C:5]([CH2:8][CH2:9][CH2:10][CH2:11][CH2:12][CH:13]2[O:17][C:16](=[O:18])[NH:15][C:14]2=[O:19])=[CH:4][CH:3]=1.[H-].[Na+].Cl[CH2:23][C:24]1[N:25]=[C:26]([C:30]2[CH:35]=[CH:34][CH:33]=[CH:32][CH:31]=2)[O:27][C:28]=1[CH3:29].Cl>CN(C)C=O.O>[CH3:29][C:28]1[O:27][C:26]([C:30]2[CH:31]=[CH:32][CH:33]=[CH:34][CH:35]=2)=[N:25][C:24]=1[CH2:23][O:1][C:2]1[CH:7]=[CH:6][C:5]([CH2:8][CH2:9][CH2:10][CH2:11][CH2:12][CH:13]2[O:17][C:16](=[O:18])[NH:15][C:14]2=[O:19])=[CH:4][CH:3]=1 |f:1.2|. Solvent: CN(C=O)C (N,N-dimethylformamide), O (water). Reactants: C(C1=CN=CC=C1)(=O)OCCCC (butyl nicotinate), O (water), C(C)(=O)O (acetic acid). Reagents/catalysts: catalyst. Solvent: N1=CC=CC=C1 (pyridine). Conditions: time 63 hour. Product: C(C)(=O)C1=NC=CC=C1 (acetyl pyridine), C(C1=CN=CC=C1)(=O)OCCCC (butyl nicotinate). Reaction SMILES: [C:1]([O:9][CH2:10][CH2:11][CH2:12][CH3:13])(=[O:8])[C:2]1[CH:7]=[CH:6][CH:5]=[N:4][CH:3]=1.O.[C:15](O)(=[O:17])[CH3:16]>N1C=CC=CC=1>[C:15]([C:3]1[CH:2]=[CH:7][CH:6]=[CH:5][N:4]=1)(=[O:17])[CH3:16].[C:1]([O:9][CH2:10][CH2:11][CH2:12][CH3:13])(=[O:8])[C:2]1[CH:7]=[CH:6][CH:5]=[N:4][CH:3]=1. Procedure details: An electrically heated tubular reactor with an i. d. of 12 mm was filled with 15 ml (≈15 g) of catalyst prepared according to EP-A-0 352 674, example 1. Over a period of 63 h, a mixture of butyl nicotinate (104 g), water (162 g) and acetic acid (606 g) was metered using a precision pump to the reactor operating at 405° C. From the reaction mixture, 30 g of acetyl pyridine, 3 g of pyridine and 26 g of butyl nicotinate were obtained. This corresponded to a yield of 43% 3-acetylpyridine at a butyl ... Starting materials: OCCCC=1OC2=C(C1)C=C(C=C2)C=2C=C(C#N)C=CC2 (3-[2-(3-hydroxypropyl)-1-benzofuran-5-yl]benzonitrile), CS(=O)(=O)Cl (methanesulfonyl chloride). Product: CS(=O)(=O)OCCCC=1OC2=C(C1)C=C(C=C2)C2=CC(=CC=C2)C#N (3-[5-(3-cyanophenyl)-1-benzofuran-2-yl]propyl methanesulfonate). Reaction SMILES: [OH:1][CH2:2][CH2:3][CH2:4][C:5]1[O:6][C:7]2[CH:13]=[CH:12][C:11]([C:14]3[CH:15]=[C:16]([CH:19]=[CH:20][CH:21]=3)[C:17]#[N:18])=[CH:10][C:8]=2[CH:9]=1.[CH3:22][S:23](Cl)(=[O:25])=[O:24]>>[CH3:22][S:23]([O:1][CH2:2][CH2:3][CH2:4][C:5]1[O:6][C:7]2[CH:13]=[CH:12][C:11]([C:14]3[CH:21]=[CH:20][CH:19]=[C:16]([C:17]#[N:18])[CH:15]=3)=[CH:10][C:8]=2[CH:9]=1)(=[O:25])=[O:24]. Procedure: The product from Example 170B and methanesulfonyl chloride is processed as described in Example 112D to provide the title compound.